From a dataset of the Open Reaction Database (ORD), a public repository of structured organic reaction records. describe an organic reaction: reactants, conditions, products, and yield Starting materials: FC=1C=C(OC2CCN(CC2)CCCN2C(C3=CC=CC=C3C2=O)=O)C=CC1F (2-{3-[4-(3,4-difluorophenoxy)-1-piperidinyl]propyl}-1H-isoindole-1,3(2H)-dione), O.NN (hydrazine monohydrate). Solvent: CCO (EtOH). The product is FC=1C=C(OC2CCN(CC2)CCCN)C=CC1F (3-[4-(3,4-difluorophenoxy)-1-piperidinyl]propylamine). As a reaction SMILES: [F:1][C:2]1[CH:3]=[C:4]([CH:26]=[CH:27][C:28]=1[F:29])[O:5][CH:6]1[CH2:11][CH2:10][N:9]([CH2:12][CH2:13][CH2:14][N:15]2C(=O)C3C(=CC=CC=3)C2=O)[CH2:8][CH2:7]1.O.NN>CCO>[F:1][C:2]1[CH:3]=[C:4]([CH:26]=[CH:27][C:28]=1[F:29])[O:5][CH:6]1[CH2:7][CH2:8][N:9]([CH2:12][CH2:13][CH2:14][NH2:15])[CH2:10][CH2:11]1 |f:1.2|. Procedure: To the product of Example 3, Step (c) in EtOH (30 ml) was added hydrazine monohydrate (0.562 ml). The reaction was refluxed for 4 hrs and the solvent evaporated. Dichlorornethane (40 ml) was added and the solid by-product filtered. The organic residue was evaporated and the product purified by reverse phase HPLC {with a gradient eluent system [25% MeCN/NH4OAcaq (0.1%) to 95% MeCN//NH4OAcaq (0.1%)]} to give the sub-title compound as a solid (0.622 g). Starting materials: C(CCCCCCCCCCCCC)OC(=O)C1=C(SC=C1)C=O (tetradecyl-2-formylthiophene-3-carboxylate), NC(=S)C(=S)N (dithiooxamide). Run at temperature 200 celsius. Product: C(CCCCCCCCCCCCC)OC(=O)C1=C(SC=C1)C=1SC=2N=C(SC2N1)C=1SC=CC1C(=O)OCCCCCCCCCCCCCC (2,5-Bis(3-tetradecoxycarbonyl-2-thienyl)-thiazolo[5,4-d]thiazole). RXN SMILES: [CH2:1]([O:15][C:16]([C:18]1[CH:22]=[CH:21][S:20][C:19]=1[CH:23]=O)=[O:17])[CH2:2][CH2:3][CH2:4][CH2:5][CH2:6][CH2:7][CH2:8][CH2:9][CH2:10][CH2:11][CH2:12][CH2:13][CH3:14].[NH2:25][C:26]([C:28]([NH2:30])=[S:29])=[S:27]>>[CH2:1]([O:15][C:16]([C:18]1[CH:22]=[CH:21][S:20][C:19]=1[C:23]1[S:27][C:26]2[N:25]=[C:23]([C:19]3[S:20][CH:21]=[CH:22][C:18]=3[C:16]([O:15][CH2:1][CH2:2][CH2:3][CH2:4][CH2:5][CH2:6][CH2:7][CH2:8][CH2:9][CH2:10][CH2:11][CH2:12][CH2:13][CH3:14])=[O:17])[S:29][C:28]=2[N:30]=1)=[O:17])[CH2:2][CH2:3][CH2:4][CH2:5][CH2:6][CH2:7][CH2:8][CH2:9][CH2:10][CH2:11][CH2:12][CH2:13][CH3:14]. Procedure details: To a 25 mL flask were added 0.978 g (2.8 mmol) of tetradecyl-2-formylthiophene-3-carboxylate and 110 mg (0.9 mmol) of dithiooxamide. This mixture was heated to 200° C. for 2 hours. The resulting mixture was purified by column chromatography using a mixture of hexane and dichloromethane to give the desired compound. The NMR data were obtained and were consistent with those of the desired compound. The reactants are [Cl-].[Na+] (sodium chloride), [F-].C(CCC)[N+](CCCC)(CCCC)CCCC (Tetra-n-butylammonium fluoride), N1=CC(=CC=C1)C(C#N)O[Si](C)(C)C (2-(3-pyridyl)-2-(trimethylsiloxy)acetonitrile), C(C)(C)NC(C)C (diisopropylamine), BrCC1=CC=C(C=CC(=O)OCC)C=C1 (ethyl 4-bromomethylcinnamate), C(CCC)[Li] (n-butyl lithium). The solvent is O1CCCC1 (tetrahydrofuran), O1CCCC1 (tetrahydrofuran), O1CCCC1 (tetrahydrofuran), O1CCCC1 (tetrahydrofuran), CCCCCC (hexane). Reaction conditions: temperature -78 celsius, time 10 minute. Product: O=C(CC1=CC=C(C=CC(=O)OCC)C=C1)C=1C=NC=CC1 (ethyl 4-[2-oxo-2-(3-pyridyl)ethyl]cinnamate). Isolated yield 43.6%. RXN SMILES: C(NC(C)C)(C)C.C([Li])CCC.[N:13]1[CH:18]=[CH:17][CH:16]=[C:15]([CH:19]([O:22][Si](C)(C)C)[C:20]#N)[CH:14]=1.BrC[C:29]1[CH:41]=[CH:40][C:32]([CH:33]=[CH:34][C:35]([O:37][CH2:38][CH3:39])=[O:36])=[CH:31][CH:30]=1.[F-].C([N+](CCCC)(CCCC)CCCC)CCC.[Cl-].[Na+]>O1CCCC1.CCCCCC>[O:22]=[C:19]([C:15]1[CH:14]=[N:13][CH:18]=[CH:17][CH:16]=1)[CH2:20][C:29]1[CH:41]=[CH:40][C:32]([CH:33]=[CH:34][C:35]([O:37][CH2:38][CH3:39])=[O:36])=[CH:31][CH:30]=1 |f:4.5,6.7|. Reported procedure: In argon atmosphere, 4.88 g of diisopropylamine was dissolved in 100 ml of dry tetrahydrofuran, followed by dropwise addition of 1.55M n-butyl lithium in 31.1 ml of hexane in solution at -20° C. After stirring at the same temperature for 10 minutes and then cooling down to -78° C., 9.96 g of 2-(3-pyridyl)-2-(trimethylsiloxy)acetonitrile dissolved in 100 ml of dry tetrahydrofuran was added dropwise. After stirring at the same temperature for one hour, 12.99 g of ethyl 4-bromomethylcinnamate disso... Product: COC(CNCC(C1=C(C=CC=C1)Cl)C1=C(C=CC(=C1)Cl)NCC(C)(C)C)=O (N-[2-(5-Chloro-2-neopentylaminophenyl)-2-(2-chlorophenyl)ethyl]glycine methyl ester). Procedure details: To a solution of N-[2-(5-chloro-2-neopentylamino phenyl)-2-(2-chlorophenyl)ethyl]-N-trifluoroacetylglycine methyl ester (0.2 g) in methanol (3 ml) was added conc. hydrochloric acid (0.6 ml), which was heated under reflux for one day. To the reaction mixture was added a 1N aqueous solution of sodium hydroxide (8ml), followed by extraction with dichloromethane. The extract solution was washed with water, then the solvent was distilled off to leave 72 mg of an oily compound. The yield is 44.2%. Run in CO (methanol). RXN SMILES: [CH3:1][O:2][C:3](=[O:34])[CH2:4][N:5]([CH2:12][CH:13]([C:21]1[CH:26]=[C:25]([Cl:27])[CH:24]=[CH:23][C:22]=1[NH:28][CH2:29][C:30]([CH3:33])([CH3:32])[CH3:31])[C:14]1[CH:19]=[CH:18][CH:17]=[CH:16][C:15]=1[Cl:20])C(=O)C(F)(F)F.Cl.[OH-].[Na+]>CO>[CH3:1][O:2][C:3](=[O:34])[CH2:4][NH:5][CH2:12][CH:13]([C:21]1[CH:26]=[C:25]([Cl:27])[CH:24]=[CH:23][C:22]=1[NH:28][CH2:29][C:30]([CH3:32])([CH3:31])[CH3:33])[C:14]1[CH:19]=[CH:18][CH:17]=[CH:16][C:15]=1[Cl:20] |f:2.3|. Starting materials: COC(CN(C(C(F)(F)F)=O)CC(C1=C(C=CC=C1)Cl)C1=C(C=CC(=C1)Cl)NCC(C)(C)C)=O (N-[2-(5-chloro-2-neopentylamino phenyl)-2-(2-chlorophenyl)ethyl]-N-trifluoroacetylglycine methyl ester), Cl (hydrochloric acid), aqueous solution, [OH-].[Na+] (sodium hydroxide). The reactants are N#Cc1cccc2nnsc12, CO, [H][H]. The product is NCc1cccc2nnsc12. As a reaction SMILES: [C:1](#[N:2])[c:3]1[cH:4][cH:5][cH:6][c:7]2[n:8][n:9][s:10][c:11]12.[CH3:14][OH:15].[H:12][H:13]>>[CH2:1]([NH2:2])[c:3]1[cH:4][cH:5][cH:6][c:7]2[n:8][n:9][s:10][c:11]12. Starting materials: FC=1C=C(C=C(C1)F)CC(=O)N[C@@H](C)C(=O)O (N-(3,5-Difluorophenylacetyl)-L-alanine), NC1CC(=O)NCCC1C (3-amino-4-methyl-ε-caprolactam). The product is FC=1C=C(C=C(C1)F)CC(=O)N[C@@H](C)C(=O)NC1CC(=O)NCCC1C (3-(N′-(3,5-Difluorophenylacetyl)-L-alaninyl)amino-4-methyl-ε-caprolactam). As a reaction SMILES: [F:1][C:2]1[CH:3]=[C:4]([CH2:9][C:10]([NH:12][C@H:13]([C:15]([OH:17])=O)[CH3:14])=[O:11])[CH:5]=[C:6]([F:8])[CH:7]=1.[NH2:18][CH:19]1[CH:26]([CH3:27])[CH2:25][CH2:24][NH:23][C:21](=[O:22])[CH2:20]1>>[F:8][C:6]1[CH:5]=[C:4]([CH2:9][C:10]([NH:12][C@H:13]([C:15]([NH:18][CH:19]2[CH:26]([CH3:27])[CH2:25][CH2:24][NH:23][C:21](=[O:22])[CH2:20]2)=[O:17])[CH3:14])=[O:11])[CH:3]=[C:2]([F:1])[CH:7]=1. Procedure details: Following General Procedure B above using N-(3,5-fluorophenylacetyl)-L-alanine (Example B) and 3-amino-4-methyl-ε-caprolactam (General Procedure —C), the title compound was prepared as a mixture of diasteromers. The reaction was monitored by tlc on silica gel (Rf=0.18 in 5% MeOH/dichloromethane).